From a dataset of the Open Reaction Database (ORD), a public repository of structured organic reaction records. describe an organic reaction: reactants, conditions, products, and yield Reactants: C(C)OC(C=1SC(=C(N1)C(=O)OCC)C(C)C)OCC (ethyl 2-[bis(ethyloxy)methyl]-5-(1-methylethyl)-1,3-thiazole-4-carboxylate). The solvent is Cl (hydrochloric acid), CC(=O)C (acetone). The product is C(=O)C=1SC(=C(N1)C(=O)OCC)C(C)C (Ethyl 2-formyl-5-(1-methylethyl)-1,3-thiazole-4-carboxylate). Isolated yield 99.9%. RXN SMILES: C([O:3][CH:4](OCC)[C:5]1[S:6][C:7]([CH:15]([CH3:17])[CH3:16])=[C:8]([C:10]([O:12][CH2:13][CH3:14])=[O:11])[N:9]=1)C>Cl.CC(C)=O>[CH:4]([C:5]1[S:6][C:7]([CH:15]([CH3:16])[CH3:17])=[C:8]([C:10]([O:12][CH2:13][CH3:14])=[O:11])[N:9]=1)=[O:3]. Procedure details: A solution of ethyl 2-[bis(ethyloxy)methyl]-5-(1-methylethyl)-1,3-thiazole-4-carboxylate (430 mg) in a mixture of 10% 1M hydrochloric acid solution in acetone (50 ml) was heated at reflux for 1 h. The mixture was concentrated in vacuo, taken up in DCM (20 ml), washed with saturated sodium bicarbonate solution (10 ml), separated by hydrophobic frit and evaporated to give the title compound as a yellow oil (324 mg). Starting materials: COc1cc(-n2cnc(Cl)cc2=O)ccc1OCC(C)(C)O, OB(O)C=Cc1ccc(Cl)cc1, ClCCl, [K+], [K+], [K+], CN(C)C=O, O=P([O-])([O-])[O-]. The product is COc1cc(-n2cnc(C=Cc3ccc(Cl)cc3)cc2=O)ccc1OCC(C)(C)O. As a reaction SMILES: [Cl:1][c:2]1[cH:3][c:4](=[O:22])[n:5](-[c:8]2[cH:9][c:10]([O:20][CH3:21])[c:11]([O:14][CH2:15][C:16]([CH3:17])([CH3:18])[OH:19])[cH:12][cH:13]2)[cH:6][n:7]1.[Cl:23][c:24]1[cH:25][cH:26][c:27]([CH:28]=[CH:29][B:30]([OH:31])[OH:32])[cH:33][cH:34]1.[Cl:48][CH2:49][Cl:50].[K+:40].[K+:41].[K+:42].[O:43]=[CH:44][N:45]([CH3:46])[CH3:47].[P:35]([O-:36])([O-:37])([O-:38])=[O:39]>>[c:2]1([CH:29]=[CH:28][c:27]2[cH:26][cH:25][c:24]([Cl:23])[cH:34][cH:33]2)[cH:3][c:4](=[O:22])[n:5](-[c:8]2[cH:9][c:10]([O:20][CH3:21])[c:11]([O:14][CH2:15][C:16]([CH3:17])([CH3:18])[OH:19])[cH:12][cH:13]2)[cH:6][n:7]1. Procedure details: mp. 158.7° C., by the reaction of 1H-1,2,4-triazole with 2,4-bis(2,4-dichlorophenyl)butyl methanesulfonate. Starting materials: N1N=CN=C1 (1H-1,2,4-triazole), CS(=O)(=O)OCC(CCC1=C(C=C(C=C1)Cl)Cl)C1=C(C=C(C=C1)Cl)Cl (2,4-bis(2,4-dichlorophenyl)butyl methanesulfonate). As a reaction SMILES: [NH:1]1[CH:5]=[N:4][CH:3]=[N:2]1.CS(O[CH2:11][CH:12]([C:23]1[CH:28]=[CH:27][C:26]([Cl:29])=[CH:25][C:24]=1[Cl:30])[CH2:13][CH2:14][C:15]1[CH:20]=[CH:19][C:18]([Cl:21])=[CH:17][C:16]=1[Cl:22])(=O)=O>>[ClH:21].[Cl:30][C:24]1[CH:25]=[C:26]([Cl:29])[CH:27]=[CH:28][C:23]=1[CH:12]([CH2:13][CH2:14][C:15]1[CH:20]=[CH:19][C:18]([Cl:21])=[CH:17][C:16]=1[Cl:22])[CH2:11][N:1]1[CH:5]=[N:4][CH:3]=[N:2]1 |f:2.3|. The product is Cl.ClC1=C(C=CC(=C1)Cl)C(CN1N=CN=C1)CCC1=C(C=C(C=C1)Cl)Cl (1-[2,4-bis(2,4-dichlorophenyl)butyl]-1H-1,2,4-triazole hydrochloride).